This data is from the Open Reaction Database (ORD), a public repository of structured organic reaction records. The task is: describe an organic reaction: reactants, conditions, products, and yield The reactants are C1(CC1)S(=O)(=O)N1CCN(CC1)CCN[C@]12[C@@H]([C@H]3CC[C@@H]4[C@]5(CC=C(C([C@@H]5CC[C@]4([C@@]3(CC1)C)C)(C)C)C1=CC=C(C(=O)O)C=C1)C)[C@@H](CC2)C(=C)C (4-((1R,3aS,5aR,5bR,7aR,11aS,11bR,13aR,13bR)-3a-((2-(4-(cyclopropylsulfonyl)piperazin-1-yl)ethyl)amino)-5a,5b,8,8,11a-pentamethyl-1-(prop-1-en-2-yl)-2,3,3a,4,5,5a,5b,6,7,7a,8,11,11a,11b,12,13,13a,13b-octadecahydro-1H-cyclopenta[a]chrysen-9-yl)benzoic acid), C(C)(=O)Cl (acetyl chloride). The product is C(C)(=O)N1CCN(CC1)CCN[C@]12[C@@H]([C@H]3CC[C@@H]4[C@]5(CC=C(C([C@@H]5CC[C@]4([C@@]3(CC1)C)C)(C)C)C1=CC=C(C(=O)O)C=C1)C)[C@@H](CC2)C(=C)C (4-((1R,3aS,5aR,5bR,7aR,11aS,11bR,13aR,13bR)-3a-((2-(4-acetylpiperazin-1-yl)ethyl)amino)-5a,5b,8,8,11a-pentamethyl-1-(prop-1-en-2-yl)-2,3,3a,4,5,5a,5b,6,7,7a,8,11,11a,11b,12,13,13a,13b-octadecahydro-1H-cyclopenta[a]chrysen-9-yl)benzoic acid), solid. Isolated yield 35.0%. RXN SMILES: C1(S([N:7]2[CH2:12][CH2:11][N:10]([CH2:13][CH2:14][NH:15][C@:16]34[CH2:50][CH2:49][C@@H:48]([C:51]([CH3:53])=[CH2:52])[C@@H:17]3[C@@H:18]3[C@@:31]([CH3:34])([CH2:32][CH2:33]4)[C@@:30]4([CH3:35])[C@@H:21]([C@:22]5([CH3:47])[C@@H:27]([CH2:28][CH2:29]4)[C:26]([CH3:37])([CH3:36])[C:25]([C:38]4[CH:46]=[CH:45][C:41]([C:42]([OH:44])=[O:43])=[CH:40][CH:39]=4)=[CH:24][CH2:23]5)[CH2:20][CH2:19]3)[CH2:9][CH2:8]2)(=O)=O)CC1.[C:54](Cl)(=[O:56])[CH3:55]>>[C:54]([N:7]1[CH2:12][CH2:11][N:10]([CH2:13][CH2:14][NH:15][C@:16]23[CH2:50][CH2:49][C@@H:48]([C:51]([CH3:53])=[CH2:52])[C@@H:17]2[C@@H:18]2[C@@:31]([CH3:34])([CH2:32][CH2:33]3)[C@@:30]3([CH3:35])[C@@H:21]([C@:22]4([CH3:47])[C@@H:27]([CH2:28][CH2:29]3)[C:26]([CH3:37])([CH3:36])[C:25]([C:38]3[CH:39]=[CH:40][C:41]([C:42]([OH:44])=[O:43])=[CH:45][CH:46]=3)=[CH:24][CH2:23]4)[CH2:20][CH2:19]2)[CH2:9][CH2:8]1)(=[O:56])[CH3:55]. Procedure: The title compound was prepared following the method described above for the synthesis of 4-((1R,3aS,5aR,5bR,7aR,11aS,11bR,13aR,13bR)-3a-((2-(4-(cyclopropylsulfonyl)piperazin-1-yl)ethyl)amino)-5a,5b,8,8,11a-pentamethyl-1-(prop-1-en-2-yl)-2,3,3a,4,5,5a,5b,6,7,7a,8,11,11a,11b,12,13,13a,13b-octadecahydro-1H-cyclopenta[a]chrysen-9-yl)benzoic acid using acetyl chloride as the reagent in Step 1. The product was isolated as a white solid (5.4 mg, 35%). LCMS: m/e 684.67 (M+H)+, 2.27 min (method 11). 1H ... The reactants are O=C(O)C(Br)c1ccc(F)cc1, CC#N, CCOC(C)=O, Nc1cccc(F)c1. Product: O=C(O)C(Nc1cccc(F)c1)c1ccc(F)cc1. Reaction SMILES: [Br:1][CH:2]([C:3](=[O:4])[OH:5])[c:6]1[cH:7][cH:8][c:9]([F:12])[cH:10][cH:11]1.[CH3:21][C:22]#[N:23].[CH3:24][CH2:25][O:26][C:27]([CH3:28])=[O:29].[NH2:13][c:14]1[cH:15][cH:16][cH:17][c:18]([F:19])[cH:20]1>>[CH:2]([C:3](=[O:4])[OH:5])([c:6]1[cH:7][cH:8][c:9]([F:12])[cH:10][cH:11]1)[NH:13][c:14]1[cH:15][cH:16][cH:17][c:18]([F:19])[cH:20]1. Starting materials: O (water), O (water), 2-N, Cl (hydrochloric acid), C(C)(C)(C)C1=CC=C(C=C1)CC(C=O)C (3-(p-tert.butyl-phenyl)-2-methyl-propionaldehyde), CC1CNCC(C1)C (3,5-dimethyl-piperidine). Solvent: C1(=CC=CC=C1)C (toluene), C(=O)O (formic acid). Reaction conditions: temperature 80 celsius. Yields the product C(C)(C)(C)C1=CC=C(C=C1)CC(CN1CC(CC(C1)C)C)C (1-[3-(p-tert.butyl-phenyl)-2-methyl-propyl]-3,5-dimethyl-piperidine). As a reaction SMILES: [C:1]([C:5]1[CH:10]=[CH:9][C:8]([CH2:11][CH:12]([CH3:15])[CH:13]=O)=[CH:7][CH:6]=1)([CH3:4])([CH3:3])[CH3:2].[CH3:16][CH:17]1[CH2:22][CH:21]([CH3:23])[CH2:20][NH:19][CH2:18]1.O.Cl>C1(C)C=CC=CC=1.C(O)=O>[C:1]([C:5]1[CH:10]=[CH:9][C:8]([CH2:11][CH:12]([CH3:15])[CH2:13][N:19]2[CH2:20][CH:21]([CH3:23])[CH2:22][CH:17]([CH3:16])[CH2:18]2)=[CH:7][CH:6]=1)([CH3:4])([CH3:3])[CH3:2]. Procedure details: 67.8 g of 3-(p-tert.butyl-phenyl)-2-methyl-propionaldehyde and 50 g of 3,5-dimethyl-piperidine are heated at reflux in 50 ml of toluene in a water-separator under nitrogen gasification until the water-cleavage has been completed (16 hours). Subsequently, there are added dropwise at room temperature while stirring 16.8 g of formic acid, the temperature rising to 36°-40° C. The mixture is then heated to 80° C. for 1 hour. 165 ml of 2-N hydrochloric acid are added to the cooled solution, the toluen... Reactants: CC(COC(=O)N[C@@H](C(C)(C)C)C(=O)O)(CCC=C)C (N-{[(2,2-dimethylhex-5-enyl)oxy]carbonyl}-3-methyl-L-valine), ethyl 1-but-3-en-1-ylcyclopropanecarboxylate_instead, CC(C(=O)OCC)(CCC=C)C (ethyl 2,2-dimethylhex-5-enoate). The product is C(CC=C)C1(CC1)COC(=O)N[C@@H](C(C)(C)C)C(=O)O (N-{[(1-But-3-en-1-ylcyclopropyl)methoxy]carbonyl}-3-methyl-L-valine). Reaction SMILES: [CH3:1][C:2]([CH3:20])([CH2:16][CH2:17][CH:18]=[CH2:19])[CH2:3][O:4][C:5]([NH:7][C@H:8]([C:13]([OH:15])=[O:14])[C:9]([CH3:12])([CH3:11])[CH3:10])=[O:6].CC(C)(CCC=C)C(OCC)=O>>[CH2:16]([C:2]1([CH2:3][O:4][C:5]([NH:7][C@H:8]([C:13]([OH:15])=[O:14])[C:9]([CH3:10])([CH3:11])[CH3:12])=[O:6])[CH2:20][CH2:1]1)[CH2:17][CH:18]=[CH2:19]. Procedure details: N-{[(1-But-3-en-1-ylcyclopropyl)methoxy]carbonyl}-3-methyl-L-valine was prepared according to the procedure for N-{[(2,2-dimethylhex-5-enyl)oxy]carbonyl}-3-methyl-L-valine (Steps 2 and 3) by using ethyl 1-but-3-en-1-ylcyclopropanecarboxylate_instead of ethyl 2,2-dimethylhex-5-enoate in Step 2. LRMS (ESI) m/z 284.3 [(M+H)+; calcd for C15H26NO4: 284.2]. Starting materials: CC1=C(C(CCl)=O)C=CC(=C1)C (2,4-dimethylphenacyl chloride), C(C)(=O)O (acetic acid). Yields the product C(C)(=O)OCC(=O)C1=C(C=C(C=C1)C)C (2,4-dimethylphenacyl acetate). As a reaction SMILES: [CH3:1][C:2]1[CH:11]=[C:10]([CH3:12])[CH:9]=[CH:8][C:3]=1[C:4](=[O:7])[CH2:5]Cl.[C:13]([OH:16])(=[O:15])[CH3:14]>>[C:13]([O:16][CH2:5][C:4]([C:3]1[CH:8]=[CH:9][C:10]([CH3:12])=[CH:11][C:2]=1[CH3:1])=[O:7])(=[O:15])[CH3:14]. Procedure details: Following the procedure of Example 1,5 grams of 2,4-dimethylphenacyl chloride are reacted with 5 grams of acetic acid to obtain 2,4-dimethylphenacyl acetate, m.p. 43°-45° C. The reactants are N#CN (cyanamide), C(C)(C)(C)P(C(C)(C)C)C(C)(C)C (Tri-tert-butylphosphine), [Br-] (bromide), CN1C(=CC=C1C#N)B(O)O (N-methyl-5-cyanopyrroleboronic acid), C([O-])([O-])=O.[K+].[K+] (potassium carbonate), C1CCOC1 (THF). Yields the product C(#N)C1=CC=C(N1C)C1=C(C=C(C=C1)NC#N)OC ([4-(5-cyano-1-methyl-1H-pyrrol-2-yl)-3-methoxyphenyl]cyanamide). Yield: 16.0%. As a reaction SMILES: [N:1]#[C:2][NH2:3].[CH3:4][N:5]1[C:9]([C:10]#[N:11])=[CH:8][CH:7]=[C:6]1B(O)O.C(=O)([O-])[O-].[K+].[K+].C(P([C:30]([CH3:33])([CH3:32])C)C(C)(C)C)(C)(C)C.[Br-].[CH2:35]1[CH2:39][O:38][CH2:37][CH2:36]1>>[C:10]([C:9]1[N:5]([CH3:4])[C:6]([C:32]2[CH:30]=[CH:33][C:35]([NH:1][C:2]#[N:3])=[CH:36][C:37]=2[O:38][CH3:39])=[CH:7][CH:8]=1)#[N:11] |f:2.3.4|. Procedure: 4-bromo-3-methoxyphenyl)cyanamide (0.113 g, 0.5 mmol) tris (dibenzylideneacetone) dipalladium (11.6 mg, 0.0126 mmol), N-methyl-5-cyanopyrroleboronic acid (0.150 g, 1 mmol), and potassium carbonate (0.276 g, 2 mmol) were placed in a 40 mL vial fitted with a septa. The vial was then filled with a continuous flow of nitrogen and THF (2 mL) was added with stirring. Tri-tert-butylphosphine (10 wt % in hexane) (0.0486 mL, 0.0252 mmol) was added to the mixture and allowed to stir until the starting bro... Starting materials: NC1=C(C=C(C(=C1)C(F)(F)F)F)S(=O)(=O)N (2-amino-4-trifluoromethyl-5-fluoro-benzenesulfonamide), C(OCC)([O-])[O-] (ethyl orthoformate). Solvent: C(C)OCC (diethyl ether). The product is FC(C=1C(=CC2=C(N=CNS2(=O)=O)C1)F)(F)F (6-trifluoromethyl-7-fluoro-2H-1,2,4-benzothiadiazine-1,1-dioxide). The yield is 91.5%. Reaction SMILES: [NH2:1][C:2]1[CH:7]=[C:6]([C:8]([F:11])([F:10])[F:9])[C:5]([F:12])=[CH:4][C:3]=1[S:13]([NH2:16])(=[O:15])=[O:14].[CH:17]([O-])([O-])OCC>C(OCC)C>[F:10][C:8]([F:9])([F:11])[C:6]1[C:5]([F:12])=[CH:4][C:3]2[S:13](=[O:14])(=[O:15])[NH:16][CH:17]=[N:1][C:2]=2[CH:7]=1. Procedure: A mixture of 6 g 2-amino-4-trifluoromethyl-5-fluoro-benzenesulfonamide, m.p.= 152° C. (formula V: R2 = F) and 18 g ethyl orthoformate is heated at 120°-125° C., during 30 minutes to one hour, in an open vessel. After cooling, the reaction mixture is diluted with 150 ml dry diethyl ether. The resulting precipitate is collected and recrystallized from aqueous ethanol, to give 5.7 g of 6-trifluoromethyl-7-fluoro-2H-1,2,4-benzothiadiazine-1,1-dioxide, M.p.= 234° C. B. Action of formic acid The reactants are CC(C)c1nc2cc[nH]c(=O)c2c2cc(Br)ccc12, CCOC(C)=O, O=C1CCC(=O)N1I, CN(C)C=O. The product is CC(C)c1nc2c(I)c[nH]c(=O)c2c2cc(Br)ccc12. As a reaction SMILES: [Br:1][c:2]1[cH:3][c:4]2[c:5]([c:6]([CH:15]([CH3:16])[CH3:17])[n:7][c:8]3[cH:9][cH:10][nH:11][c:12](=[O:14])[c:13]23)[cH:18][cH:19]1.[CH3:33][CH2:34][O:35][C:36]([CH3:37])=[O:38].[O:20]=[C:21]1[N:22]([I:27])[C:23](=[O:24])[CH2:25][CH2:26]1.[O:28]=[CH:29][N:30]([CH3:31])[CH3:32]>>[Br:1][c:2]1[cH:3][c:4]2[c:5]([c:6]([CH:15]([CH3:16])[CH3:17])[n:7][c:8]3[c:9]([I:27])[cH:10][nH:11][c:12](=[O:14])[c:13]23)[cH:18][cH:19]1. Reactants: [N+](=O)([O-])C1=C(C(=O)Cl)C=CC=C1 (o-nitrobenzoyl chloride), NCCCN1N=CC=C1 (N-(3-aminopropyl)pyrazole), C([O-])([O-])=O.[K+].[K+] (potassium carbonate). Yields the product N1(N=CC=C1)CCCNC(C1=C(C=CC=C1)[N+](=O)[O-])=O (N-[3-(1H-Pyrazol-1-yl)propyl]-2-nitrobenzamide), desired subtitled intermediate. RXN SMILES: [NH2:1][CH2:2][CH2:3][CH2:4][N:5]1[CH:9]=[CH:8][CH:7]=[N:6]1.C(=O)([O-])[O-].[K+].[K+].[N+:16]([C:19]1[CH:27]=[CH:26][CH:25]=[CH:24][C:20]=1[C:21](Cl)=[O:22])([O-:18])=[O:17]>>[N:5]1([CH2:4][CH2:3][CH2:2][NH:1][C:21](=[O:22])[C:20]2[CH:24]=[CH:25][CH:26]=[CH:27][C:19]=2[N+:16]([O-:18])=[O:17])[CH:9]=[CH:8][CH:7]=[N:6]1 |f:1.2.3|. Reported procedure: The subtitled compound was prepared substantially in accordance with the method detailed in Example 24A using 6.0 g (0.030 mol) of N-(3-aminopropyl)pyrazole, 8.5 g of potassium carbonate and 2.65 g (O.013 mol) of o-nitrobenzoyl chloride with the exception that the final product was purified by crystallization from a cyanomethane/diethyl ether solution, followed by recrystallization from an ethanol/diethyl ether solution, to provide 6.62 g of the desired subtitled intermediate (m.p. 78°-81° C.).